This data is from the Open Reaction Database (ORD), a public repository of structured organic reaction records. The task is: describe an organic reaction: reactants, conditions, products, and yield The reactants are C(C)(C)(C)OC(=O)N1CC(C1)=CC=1N(C2=NC(=NC(=C2N1)N1CCOCC1)N1C(=NC2=C1C=CC=C2)CC)C (3-[2-(2-ethylbenzoimidazol-1-yl)-9-methyl-6-morpholin-4-yl-9H-purin-8-ylmethylene]azetidine-1-carboxylic acid tert-butyl ester). Reagents/catalysts: [Pd] (Pd/C). The solvent is CCO (EtOH), CC(=O)O (AcOH). Conditions: time 65 hour. The product is C(C)(C)(C)OC(=O)N1CC(C1)CC=1N(C2=NC(=NC(=C2N1)N1CCOCC1)N1C(=NC2=C1C=CC=C2)CC)C (3-[2-(2-Ethylbenzoimidazol-1-yl)-9-methyl-6-morpholin-4-yl-9H-purin-8-ylmethyl]azetidine-1-carboxylic acid tert-butyl ester). The yield is 83.4%. Reaction SMILES: [C:1]([O:5][C:6]([N:8]1[CH2:11][C:10](=[CH:12][C:13]2[N:14]([CH3:39])[C:15]3[C:20]([N:21]=2)=[C:19]([N:22]2[CH2:27][CH2:26][O:25][CH2:24][CH2:23]2)[N:18]=[C:17]([N:28]2[C:32]4[CH:33]=[CH:34][CH:35]=[CH:36][C:31]=4[N:30]=[C:29]2[CH2:37][CH3:38])[N:16]=3)[CH2:9]1)=[O:7])([CH3:4])([CH3:3])[CH3:2]>CCO.CC(O)=O.[Pd]>[C:1]([O:5][C:6]([N:8]1[CH2:11][CH:10]([CH2:12][C:13]2[N:14]([CH3:39])[C:15]3[C:20]([N:21]=2)=[C:19]([N:22]2[CH2:23][CH2:24][O:25][CH2:26][CH2:27]2)[N:18]=[C:17]([N:28]2[C:32]4[CH:33]=[CH:34][CH:35]=[CH:36][C:31]=4[N:30]=[C:29]2[CH2:37][CH3:38])[N:16]=3)[CH2:9]1)=[O:7])([CH3:2])([CH3:4])[CH3:3]. Reported procedure: To a solution of 3-[2-(2-ethylbenzoimidazol-1-yl)-9-methyl-6-morpholin-4-yl-9H-purin-8-ylmethylene]azetidine-1-carboxylic acid tert-butyl ester (1.1 g, 2.07 mmol) in EtOH (40 mL) and AcOH (15 mL) was added 10% Pd/C (200 mg) and the resulting mixture stirred under an atmosphere of H2 for 65 h. The reaction mixture was filtered through Celite®, washing with EtOAc, and the filtrate concentrated in vacuo. The resulting residue was purified by column chromatography (Si—PCC, EtOAc:cyclohexane, 70-100%... The reactants are ClC1=NC(=C(C=C1Cl)Cl)NN (2,3,5-trichloro-6-hydrazinopyridine), [OH-].[Na+] (sodium hydroxide), Cl[O-].[Na+] (sodium hypochlorite). Run in C1(=CC=CC=C1)C (toluene). Conditions: temperature 88 celsius, time 10 minute. Yields the product ClC1=NC=C(C=C1Cl)Cl (2,3,5-trichloropyridine). Reaction SMILES: [Cl:1][C:2]1[C:7]([Cl:8])=[CH:6][C:5]([Cl:9])=[C:4](NN)[N:3]=1.[OH-].[Na+].Cl[O-].[Na+]>C1(C)C=CC=CC=1>[Cl:1][C:2]1[C:7]([Cl:8])=[CH:6][C:5]([Cl:9])=[CH:4][N:3]=1 |f:1.2,3.4|. Procedure: To a stirred mixture of 53.1 grams (0.25 mole) of 2,3,5-trichloro-6-hydrazinopyridine, 250 milliliters of toluene and 500 milliliters of 1.0N sodium hydroxide, under reflux at 88° C., was added over a 20 minute period 350 milliliters of 6.25 percent sodium hypochlorite. After the addition was complete, the mixture was stirred for an additional 10 minutes and then cooled to room temperature. The organic (toluene) phase was separated and concentrated and cooled. The 2,3,5-trichloropyridine was rec...